This data is from the Open Reaction Database (ORD), a public repository of structured organic reaction records. The task is: describe an organic reaction: reactants, conditions, products, and yield Starting materials: NCC1N(CCC1)CC ((-)2-Aminomethyl-1-ethylpyrrolidine), C(C(O)C(O)C(=O)O)(=O)O (tartaric acid). The solvent is C(Cl)(Cl)Cl (chloroform). Yields the product NCC1N(CCC1)CC.NCC1N(CCC1)CC ((±)2-aminomethyl-1-ethylpyrrolidine (+)2-aminomethyl-1-ethylpyrrolidine). As a reaction SMILES: [NH2:1][CH2:2][CH:3]1[CH2:7][CH2:6][CH2:5][N:4]1[CH2:8][CH3:9].C(O)(=O)C(C(C(O)=O)O)O>C(Cl)(Cl)Cl>[NH2:1][CH2:2][CH:3]1[CH2:7][CH2:6][CH2:5][N:4]1[CH2:8][CH3:9].[NH2:1][CH2:2][CH:3]1[CH2:7][CH2:6][CH2:5][N:4]1[CH2:8][CH3:9] |f:3.4|. Procedure details: (-)2-Aminomethyl-1-ethylpyrrolidine was similarly prepared using D(-) tartaric acid as resolving agent. b15 ~62° (9.4 g) (α)58925 =-151° (50% chloroform). Starting materials: amide, O1CCN(CC1)CC=1C=C2C(=NC1)SC(=N2)C2=C(N)C=CC=C2 (2-(6-(morpholinomethyl)thiazolo[5,4-b]pyridin-2-yl)aniline), CC1=C(N=C(O1)C1=CC=CC=C1)C(=O)O (5-methyl-2-phenyloxazole-4-carboxylic acid). The solvent is O (water). The product is CC1=C(N=C(O1)C1=CC=CC=C1)C(=O)NC1=C(C=CC=C1)C=1SC2=NC=C(C=C2N1)CN1CCOCC1 (5-methyl-N-(2-(6-(morpholinomethyl)thiazolo[5,4-b]pyridin-2-yl)phenyl)-2-phenyloxazole-4-carboxamide). As a reaction SMILES: [O:1]1[CH2:6][CH2:5][N:4]([CH2:7][C:8]2[CH:9]=[C:10]3[N:16]=[C:15]([C:17]4[CH:23]=[CH:22][CH:21]=[CH:20][C:18]=4[NH2:19])[S:14][C:11]3=[N:12][CH:13]=2)[CH2:3][CH2:2]1.[CH3:24][C:25]1[O:29][C:28]([C:30]2[CH:35]=[CH:34][CH:33]=[CH:32][CH:31]=2)=[N:27][C:26]=1[C:36](O)=[O:37]>O>[CH3:24][C:25]1[O:29][C:28]([C:30]2[CH:35]=[CH:34][CH:33]=[CH:32][CH:31]=2)=[N:27][C:26]=1[C:36]([NH:19][C:18]1[CH:20]=[CH:21][CH:22]=[CH:23][C:17]=1[C:15]1[S:14][C:11]2[C:10]([N:16]=1)=[CH:9][C:8]([CH2:7][N:4]1[CH2:5][CH2:6][O:1][CH2:2][CH2:3]1)=[CH:13][N:12]=2)=[O:37]. Procedure details: The title compound was prepared according to amide synthesis general method A, utilizing 2-(6-(morpholinomethyl)thiazolo[5,4-b]pyridin-2-yl)aniline and 5-methyl-2-phenyloxazole-4-carboxylic acid. The product was isolated by precipitation by the addition of water, triturated with hot methanol and purified by silica gel chromatography (gradient 0 to 10% methanol in CH2Cl2). MS Calcd for C28H25N5O3S: 511.17. Found (M+H)+ m/z=512. Reactants: ClC1=CC=C(C=C1)N1N=CC(=C1C)C(=O)N[C@@H](CCCC(=O)O)C1=CC(=CC=C1)C(F)(F)F ((S)-5-{[1-(4-chloro-phenyl)-5-methyl-1H-pyrazole-4-carbonyl]-amino}-5-(3-trifluoromethyl-phenyl)-pentanoic acid), CC1CCNCC1 (4-methylpiperidine), F[B-](F)(F)F.N1(N=NC2=C1C=CC=C2)OC(=[N+](C)C)N(C)C (O-(1H-benzotriazol-1-yl)-1,1,3,3-tetramethyl-uronium tetrafluoroborate). Solvent: CN(C)C=O (DMF). Reaction conditions: time 16 hour. Yields the product CC1CCN(CC1)C(CCC[C@@H](C1=CC(=CC=C1)C(F)(F)F)NC(=O)C=1C=NN(C1C)C1=CC=C(C=C1)Cl)=O (1-(4-chloro-phenyl)-5-methyl-1H-pyrazole-4-carboxylic acid [(S)-5-(4-methyl-piperidin-1-yl)-5-oxo-1-(3-trifluoromethyl-phenyl)-pentyl]-amide). Yield: 28.8%. RXN SMILES: [Cl:1][C:2]1[CH:7]=[CH:6][C:5]([N:8]2[C:12]([CH3:13])=[C:11]([C:14]([NH:16][C@H:17]([C:24]3[CH:29]=[CH:28][CH:27]=[C:26]([C:30]([F:33])([F:32])[F:31])[CH:25]=3)[CH2:18][CH2:19][CH2:20][C:21]([OH:23])=O)=[O:15])[CH:10]=[N:9]2)=[CH:4][CH:3]=1.[CH3:34][CH:35]1[CH2:40][CH2:39][NH:38][CH2:37][CH2:36]1.F[B-](F)(F)F.N1(OC(N(C)C)=[N+](C)C)C2C=CC=CC=2N=N1>CN(C=O)C>[CH3:34][CH:35]1[CH2:40][CH2:39][N:38]([C:21](=[O:23])[CH2:20][CH2:19][CH2:18][C@H:17]([NH:16][C:14]([C:11]2[CH:10]=[N:9][N:8]([C:5]3[CH:6]=[CH:7][C:2]([Cl:1])=[CH:3][CH:4]=3)[C:12]=2[CH3:13])=[O:15])[C:24]2[CH:29]=[CH:28][CH:27]=[C:26]([C:30]([F:31])([F:32])[F:33])[CH:25]=2)[CH2:37][CH2:36]1 |f:2.3|. Procedure: A solution of (S)-5-{[1-(4-chloro-phenyl)-5-methyl-1H-pyrazole-4-carbonyl]-amino}-5-(3-trifluoromethyl-phenyl)-pentanoic acid (60 mg, 0.13 mmol) and 4-methylpiperidine (40 mg, 0.40 mmol) in DMF (3 mL) is treated with O-(1H-benzotriazol-1-yl)-1,1,3,3-tetramethyl-uronium tetrafluoroborate (TBTU) (64 mg, 0.20 mmol). The reaction mixture is stirred at room temperature for 16 hours. The crude reaction mixture is purified directly by preparative reverse phase HPLC (eluted with 10 to 90% CH3CN/H2O and ... Reactants: CCOC(=O)Cc1cc(N2CCN(C)CC2)ncc1N, CCOC(C)=O, [Cl-], Cl[Cu], Cl, O=N[O-], [Na+], [Na+], O. Yields the product CCOC(=O)Cc1cc(N2CCN(C)CC2)ncc1Cl. RXN SMILES: [CH2:1]([CH3:2])[O:3][C:4]([CH2:5][c:6]1[cH:7][c:8]([N:13]2[CH2:14][CH2:15][N:16]([CH3:19])[CH2:17][CH2:18]2)[n:9][cH:10][c:11]1[NH2:12])=[O:20].[CH3:29][CH2:30][O:31][C:32]([CH3:33])=[O:34].[Cl-:25].[Cl:35][Cu:36].[ClH:27].[N:21]([O-:22])=[O:23].[Na+:24].[Na+:26].[OH2:28]>>[CH2:1]([CH3:2])[O:3][C:4]([CH2:5][c:6]1[cH:7][c:8]([N:13]2[CH2:14][CH2:15][N:16]([CH3:19])[CH2:17][CH2:18]2)[n:9][cH:10][c:11]1[Cl:25])=[O:20]. Starting materials: CC(C)(C)OC(=O)N1C(CNc2ncc(Br)cn2)CC2CC21, Cl, C1COCCO1. Yields the product Brc1cnc(NCC2CC3CC3N2)nc1. RXN SMILES: [C:2]([O:3][C:4](=[O:5])[N:9]1[CH:10]2[CH2:11][CH:12]2[CH2:13][CH:14]1[CH2:15][NH:16][c:17]1[n:18][cH:19][c:20]([Br:23])[cH:21][n:22]1)([CH3:6])([CH3:7])[CH3:8].[ClH:1].[O:24]1[CH2:25][CH2:26][O:27][CH2:28][CH2:29]1>>[NH:9]1[CH:10]2[CH2:11][CH:12]2[CH2:13][CH:14]1[CH2:15][NH:16][c:17]1[n:18][cH:19][c:20]([Br:23])[cH:21][n:22]1. Starting materials: C(=O)(OCC)N1CCC(CC1)=O (N-carbethoxy-4-piperidone), [O-]CC.[Na+] (sodium ethoxide), [N+](=O)([O-])C (nitromethane). Run in C(C)O (ethanol), C(C)O (ethanol). Conditions: time 5 minute. Yields the product OC1(CCN(CC1)C(=O)OCC)C[N+](=O)[O-] (ethyl 4-hydroxy-4-(nitromethyl)piperidine-1-carboxylate). RXN SMILES: [C:1]([N:6]1[CH2:11][CH2:10][C:9](=[O:12])[CH2:8][CH2:7]1)([O:3][CH2:4][CH3:5])=[O:2].[O-]CC.[Na+].[N+:17]([CH3:20])([O-:19])=[O:18]>C(O)C>[OH:12][C:9]1([CH2:20][N+:17]([O-:19])=[O:18])[CH2:8][CH2:7][N:6]([C:1]([O:3][CH2:4][CH3:5])=[O:2])[CH2:11][CH2:10]1 |f:1.2|. Procedure: To a solution of N-carbethoxy-4-piperidone (11.34 g, 66.24 mmol) in nitromethane (5.3 mL) and ethanol (2 mL) was added a solution of sodium ethoxide in ethanol (2.67 M, 1.24 mL, 3.31 mmol). The mixture was stirred for 5 min and a solution formed from which a solid precipitated. After 1.5 h, water (100 mL) was added and the solid was isolated by filtration, washed with water (100 mL), and dried under vacuum with heat to yield the product ethyl 4-hydroxy-4-(nitromethyl)piperidine-1-carboxylate as ... The reactants are CCOc1cc(NC(=O)OC(C)C)cc(C=O)c1OCC, CON, CCO, Cl, [Na+], [OH-]. The product is CCOc1cc(NC(=O)OC(C)C)cc(C=NOC)c1OCC. As a reaction SMILES: [CH2:1]([CH3:2])[O:3][c:4]1[cH:5][c:6]([NH:15][C:16]([O:17][CH:18]([CH3:19])[CH3:20])=[O:21])[cH:7][c:8]([CH:13]=[O:14])[c:9]1[O:10][CH2:11][CH3:12].[CH3:25][O:26][NH2:27].[CH3:28][CH2:29][OH:30].[ClH:24].[Na+:23].[OH-:22]>>[CH2:1]([CH3:2])[O:3][c:4]1[cH:5][c:6]([NH:15][C:16]([O:17][CH:18]([CH3:19])[CH3:20])=[O:21])[cH:7][c:8]([CH:13]=[N:27][O:26][CH3:25])[c:9]1[O:10][CH2:11][CH3:12].